This data is from the Open Reaction Database (ORD), a public repository of structured organic reaction records. The task is: describe an organic reaction: reactants, conditions, products, and yield Reactants: C(F)(F)(F)S(=O)(=O)[O-].C(F)(F)(F)S(=O)(=O)[O-].C(F)(F)(F)S(=O)(=O)[O-].[Yb+3] (Yb(OTf)3), CC1=NC(=NO1)C1=CC=C(C=C1)N (4-(5-methyl-[1,2,4]oxadiazol-3-yl)phenylamine), FC1=C(C=C(C=2OCCOC21)OC)C=O (5-fluoro-8-methoxy-2,3-dihydrobenzo[1,4]dioxine-6-carbaldehyde), C[Si](C)(C)C#N (trimethylsilyl cyanide). The solvent is C1CCOC1 (THF). Reaction conditions: time 8 hour. The product is FC1=C(C=C(C=2OCCOC21)OC)C(C#N)NC2=CC=C(C=C2)C2=NOC(=N2)C ((5-fluoro-8-methoxy-2,3-dihydrobenzo[1,4]dioxin-6-yl)-[4-(5-methyl-[1,2,4]oxadiazol-3-yl)phenylamino]acetonitrile). RXN SMILES: C(S([O-])(=O)=O)(F)(F)F.C(S([O-])(=O)=O)(F)(F)F.C(S([O-])(=O)=O)(F)(F)F.[Yb+3].[CH3:26][C:27]1[O:31][N:30]=[C:29]([C:32]2[CH:37]=[CH:36][C:35]([NH2:38])=[CH:34][CH:33]=2)[N:28]=1.[F:39][C:40]1[C:49]2[O:48][CH2:47][CH2:46][O:45][C:44]=2[C:43]([O:50][CH3:51])=[CH:42][C:41]=1[CH:52]=O.C[Si]([C:58]#[N:59])(C)C>C1COCC1>[F:39][C:40]1[C:49]2[O:48][CH2:47][CH2:46][O:45][C:44]=2[C:43]([O:50][CH3:51])=[CH:42][C:41]=1[CH:52]([NH:38][C:35]1[CH:36]=[CH:37][C:32]([C:29]2[N:28]=[C:27]([CH3:26])[O:31][N:30]=2)=[CH:33][CH:34]=1)[C:58]#[N:59] |f:0.1.2.3|. Reported procedure: To a solution of 71 mg of Yb(OTf)3 in 4 ml of THF there were added 204 mg of 4-(5-methyl-[1,2,4]oxadiazol-3-yl)phenylamine, 247 mg of 5-fluoro-8-methoxy-2,3-dihydrobenzo[1,4]dioxine-6-carbaldehyde, 250 mg of MS3A and 0.30 ml of trimethylsilyl cyanide under a nitrogen atmosphere, and the mixture was stirred overnight at room temperature. The reaction mixture was filtered through celite, and the celite was washed with ethyl acetate. The organic layer was concentrated under reduced pressure to give... Starting materials: C(C1=CC=CC=C1)OC1=CC(NC=C1)=O (4-(benzyloxy)pyridin-2(1H)-one), CI (methyl iodide). The reagents and catalysts are C([O-])([O-])=O.[Ag+2] (silver carbonate). Solvent: C(Cl)(Cl)Cl (chloroform). Product: C(C1=CC=CC=C1)OC1=CC(=NC=C1)OC (4-(Benzyloxy)-2-methoxypyridine). Yield: 43.8%. Reaction SMILES: [CH2:1]([O:8][C:9]1[CH:14]=[CH:13][NH:12][C:11](=[O:15])[CH:10]=1)[C:2]1[CH:7]=[CH:6][CH:5]=[CH:4][CH:3]=1.[CH3:16]I>C(Cl)(Cl)Cl.C(=O)([O-])[O-].[Ag+2]>[CH2:1]([O:8][C:9]1[CH:14]=[CH:13][N:12]=[C:11]([O:15][CH3:16])[CH:10]=1)[C:2]1[CH:3]=[CH:4][CH:5]=[CH:6][CH:7]=1 |f:3.4|. Reported procedure: A solution of 4-(benzyloxy)pyridin-2(1H)-one (9.92 g, 49.3 mmol), methyl iodide (4.60 mL, 74.0 mmol) and silver carbonate (13.6 g, 49.3 mmol) in chloroform (50 mL) was stirred with heating under reflux for four hours. After leaving to cool, the insoluble matter was separated by filtration and the filtrate was concentrated under reduced pressure. Then, the residue was purified by silica gel chromatography (hexane/ethyl acetate, 2:1) to obtain the title compound (4.65 g, 44%) as a pale yellow oil. The reactants are O[C@H]1C[C@H]2C=C([C@H]3[C@@H]4CC[C@H]([C@@H](CCC(=O)O)C)[C@]4(CC[C@@H]3[C@]2(CC1)C)C)C (3α-hydroxy-7-methyl-5β-chol-6-enoic acid). Solvent: CC(=O)C (acetone), CC(=O)C (acetone). The product is O[C@H]1C[C@H]2CC([C@H]3[C@@H]4CC[C@H]([C@@H](CCC(=O)O)C)[C@]4(CC[C@@H]3[C@]2(CC1)C)C)=C (3α-hydroxy-7-methylene-5β-cholanoic acid). Yield: 36.7%. RXN SMILES: [OH:1][C@@H:2]1[CH2:25][CH2:24][C@@:23]2([CH3:26])[C@H:4]([CH:5]=[C:6]([CH3:28])[C@@H:7]3[C@@H:22]2[CH2:21][CH2:20][C@@:19]2([CH3:27])[C@H:8]3[CH2:9][CH2:10][C@@H:11]2[C@H:12]([CH3:18])[CH2:13][CH2:14][C:15]([OH:17])=[O:16])[CH2:3]1>CC(C)=O>[OH:1][C@@H:2]1[CH2:25][CH2:24][C@@:23]2([CH3:26])[C@H:4]([CH2:5][C:6](=[CH2:28])[C@@H:7]3[C@@H:22]2[CH2:21][CH2:20][C@@:19]2([CH3:27])[C@H:8]3[CH2:9][CH2:10][C@@H:11]2[C@H:12]([CH3:18])[CH2:13][CH2:14][C:15]([OH:17])=[O:16])[CH2:3]1. Procedure: Hydrolysis of fraction 2 (2% acetone), as above, gave: 3α-hydroxy-7-methyl-5β-chol-6-enoic acid (3.0 g, mp, 121°-122° C.). Hydrolysis of fraction 3, (2% acetone), as above, gave 3α-hydroxy-7-methylene-5β-cholanoic acid (1.1 g.; m.p. 104°-105° C.). Product: O[C@]12CC[C@H]3[C@@H]4CCC([C@@]4(C)CC[C@@H]3[C@]2(CCC(C1)=O)C)=O (5α-Hydroxyandrostane-3,17-dione). Run at time 15 minute. Starting materials: C[C@@]12[C@H](CC[C@H]1[C@@H]1CC[C@]3(C[C@H](CC[C@]3(C)[C@H]1CC2)O)O)O (androstane-3β,5α,17β-triol). Procedure details: A solution of androstane-3β,5α,17β-triol (0.48 g) and IBX (0.72 g) in DMSO (8 mL) was stirred at −15° C. overnight and then quenched at room temperature by addition of H2O (40 mL). After stirring for 15 min, the mixture was filtered and the cake was washed with EtOAc. The layers were separated, and the aqueous phase was extracted with EtOAc (3×40 mL). The combined organic extracts were dried over Na2SO4 and evaporated to dryness. The residue was purified by flash chromatography (SiO2, n-hexane/C... Reaction SMILES: [CH3:1][C@:2]12[CH2:19][CH2:18][C@H:17]3[C@@H:7]([CH2:8][CH2:9][C@:10]4([OH:21])[C@:15]3([CH3:16])[CH2:14][CH2:13][C@H:12]([OH:20])[CH2:11]4)[C@@H:6]1[CH2:5][CH2:4][C@@H:3]2[OH:22]>CS(C)=O>[OH:21][C@:10]12[CH2:11][C:12](=[O:20])[CH2:13][CH2:14][C@:15]1([CH3:16])[C@@H:17]1[C@H:7]([C@H:6]3[C@@:2]([CH2:19][CH2:18]1)([CH3:1])[C:3](=[O:22])[CH2:4][CH2:5]3)[CH2:8][CH2:9]2. Run in CS(=O)C (DMSO). The reactants are O=C([O-])[O-], C=CC(C)=O, CC#N, Cl, [Na+], [Na+], O=S(=O)(O)O, OCCCc1c[nH]cn1. The product is CC(=O)CCOCCCc1c[nH]cn1. As a reaction SMILES: [C:16](=[O:17])([O-:18])[O-:19].[CH3:11][C:12]([CH:13]=[CH2:14])=[O:15].[CH3:22][C:23]#[N:24].[ClH:10].[Na+:20].[Na+:21].[S:25](=[O:26])(=[O:27])([OH:28])[OH:29].[nH:1]1[cH:2][n:3][c:4]([CH2:6][CH2:7][CH2:8][OH:9])[cH:5]1>>[nH:1]1[cH:2][n:3][c:4]([CH2:6][CH2:7][CH2:8][O:9][CH2:14][CH2:13][C:12]([CH3:11])=[O:15])[cH:5]1.